This data is from the Open Reaction Database (ORD), a public repository of structured organic reaction records. The task is: describe an organic reaction: reactants, conditions, products, and yield Starting materials: NCCCCn1c(CCCOc2ccccc2)nc2c(N)nc3ccccc3c21, O=C(Cl)N1CCOCC1, c1ccncc1. Yields the product Nc1nc2ccccc2c2c1nc(CCCOc1ccccc1)n2CCCCNC(=O)N1CCOCC1. As a reaction SMILES: [NH2:1][CH2:2][CH2:3][CH2:4][CH2:5][n:6]1[c:7]([CH2:20][CH2:21][CH2:22][O:23][c:24]2[cH:25][cH:26][cH:27][cH:28][cH:29]2)[n:8][c:9]2[c:10]([NH2:19])[n:11][c:12]3[cH:13][cH:14][cH:15][cH:16][c:17]3[c:18]12.[O:30]1[CH2:31][CH2:32][N:33]([C:36](=[O:37])[Cl:38])[CH2:34][CH2:35]1.[cH:39]1[cH:40][cH:41][n:42][cH:43][cH:44]1>>[NH:1]([CH2:2][CH2:3][CH2:4][CH2:5][n:6]1[c:7]([CH2:20][CH2:21][CH2:22][O:23][c:24]2[cH:25][cH:26][cH:27][cH:28][cH:29]2)[n:8][c:9]2[c:10]([NH2:19])[n:11][c:12]3[cH:13][cH:14][cH:15][cH:16][c:17]3[c:18]12)[C:36]([N:33]1[CH2:32][CH2:31][O:30][CH2:35][CH2:34]1)=[O:37].